Dataset: the Open Reaction Database (ORD), a public repository of structured organic reaction records. Task: describe an organic reaction: reactants, conditions, products, and yield The reactants are FC=1C=CC(=C(C1)C1=CC=C2C=C(N=CC2=C1)N)C (7-(5-Fluoro-2-methylphenyl)isoquinolin-3-amine), F[B-](F)(F)F.F[B-](F)(F)F.ClC[N+]12CC[N+](CC1)(CC2)F (1-chloromethyl-4-fluoro-1,4-diazoniabicyclo[2.2.2]octane bis(tetrafluoroborate)). The solvent is C(C)#N (acetonitrile), O (water). Run at time 16 hour. Yields the product FC1=C(N=CC2=CC(=CC=C12)C1=C(C=CC(=C1)F)C)N (4-fluoro-7-(5-fluoro-2-methylphenyl)isoquinolin-3-amine). Isolated yield 49.1%. As a reaction SMILES: [F:1][C:2]1[CH:3]=[CH:4][C:5]([CH3:19])=[C:6]([C:8]2[CH:17]=[C:16]3[C:11]([CH:12]=[C:13]([NH2:18])[N:14]=[CH:15]3)=[CH:10][CH:9]=2)[CH:7]=1.[F:20][B-](F)(F)F.F[B-](F)(F)F.ClC[N+]12CC[N+](F)(CC1)CC2>C(#N)C.O>[F:20][C:12]1[C:11]2[C:16](=[CH:17][C:8]([C:6]3[CH:7]=[C:2]([F:1])[CH:3]=[CH:4][C:5]=3[CH3:19])=[CH:9][CH:10]=2)[CH:15]=[N:14][C:13]=1[NH2:18] |f:1.2.3|. Reported procedure: 7-(5-Fluoro-2-methylphenyl)isoquinolin-3-amine (203 mg, 806 μmol) and 1-chloromethyl-4-fluoro-1,4-diazoniabicyclo[2.2.2]octane bis(tetrafluoroborate) (313 mg, 883 μmol) were dissolved together in acetonitrile (2.0 mL) at ambient temperature and the mixture stirred for 16 h, at which time LCMS indicated approx 40% conversion. The mixture was diluted with water, extracted three times into dichloromethane and the combined organic phases washed with brine, dried over sodium sulfate, filtered and con...